Dataset: the Open Reaction Database (ORD), a public repository of structured organic reaction records. Task: describe an organic reaction: reactants, conditions, products, and yield Reactants: Cc1ccc(C=O)s1, Cl, NO, c1ccncc1, c1ccccc1. The product is Cc1ccc(C=NO)s1. Reaction SMILES: [CH3:1][c:2]1[cH:3][cH:4][c:5]([CH:7]=[O:8])[s:6]1.[ClH:11].[NH2:9][OH:10].[cH:12]1[cH:13][cH:14][n:15][cH:16][cH:17]1.[cH:18]1[cH:19][cH:20][cH:21][cH:22][cH:23]1>>[CH3:1][c:2]1[cH:3][cH:4][c:5]([CH:7]=[N:9][OH:10])[s:6]1. The reactants are ClC1=CC=C(C=C1)C(C=1C(=NN(C1C)C)C(=O)O)NC=1C=CC2=C(C(=NO2)C)C1 (4-((4-chlorophenyl)(3-methylbenzo[d]isoxazol-5-ylamino)methyl)-1,5-dimethyl-1H-pyrazole-3-carboxylic acid). Solvent: C(Cl)Cl.CO (CH2Cl2 MeOH). The product is ClC1=CC=C(C=C1)C1N(C(C2=NN(C(=C21)C)C)=O)C=2C=CC1=C(C(=NO1)C)C2 (4-(4-chlorophenyl)-2,3-dimethyl-5-(3-methylbenzo[d]isoxazol-5-yl)-4,5-dihydropyrrolo[3,4-c]pyrazol-6(2H)-one). Reaction SMILES: [Cl:1][C:2]1[CH:7]=[CH:6][C:5]([CH:8]([NH:19][C:20]2[CH:21]=[CH:22][C:23]3[O:27][N:26]=[C:25]([CH3:28])[C:24]=3[CH:29]=2)[C:9]2[C:10]([C:16]([OH:18])=O)=[N:11][N:12]([CH3:15])[C:13]=2[CH3:14])=[CH:4][CH:3]=1>C(Cl)Cl.CO>[Cl:1][C:2]1[CH:7]=[CH:6][C:5]([CH:8]2[C:9]3[C:10](=[N:11][N:12]([CH3:15])[C:13]=3[CH3:14])[C:16](=[O:18])[N:19]2[C:20]2[CH:21]=[CH:22][C:23]3[O:27][N:26]=[C:25]([CH3:28])[C:24]=3[CH:29]=2)=[CH:4][CH:3]=1 |f:1.2|. Procedure: The title compound was prepared in analogy to the procedure described in Example 1 using 4-((4-chlorophenyl)(3-methylbenzo[d]isoxazol-5-ylamino)methyl)-1,5-dimethyl-1H-pyrazole-3-carboxylic acid (Step 33.5). tR: 4.70 min (HPLC 1); tR: 1.03 min (LC-MS 2); ESI-MS: 393 [M+H]+ (LC-MS 2); Rf=0.50 (CH2Cl2/MeOH 9:1); 1H NMR (400 MHz, DMSO-d6) δ ppm 2.08 (s, 3H) 2.44-2.57 (m, 3H) 3.85 (s, 3H) 6.52 (s, 1H) 7.29 (s, 4H) 7.63 (d, J=9.0 Hz, 1H) 7.73 (dd, J=9.0, 2.0 Hz, 1H) 8.01 (d, J=1.6 Hz, 1H).